Dataset: the Open Reaction Database (ORD), a public repository of structured organic reaction records. Task: describe an organic reaction: reactants, conditions, products, and yield Starting materials: CC(=O)c1ccc2c(c1)CCO2, CO, [NH4+], [OH-]. The product is CC(N)c1ccc2c(c1)CCO2. As a reaction SMILES: [C:1]([CH3:2])(=[O:3])[c:4]1[cH:5][c:6]2[c:7]([cH:11][cH:12]1)[O:8][CH2:9][CH2:10]2.[CH3:15][OH:16].[NH4+:13].[OH-:14]>>[CH:1]([CH3:2])([c:4]1[cH:5][c:6]2[c:7]([cH:11][cH:12]1)[O:8][CH2:9][CH2:10]2)[NH2:13]. Starting materials: Fc1cccc(F)c1CCl, O=Cc1cccc2[nH]ccc12. Product: O=Cc1cccc2c1ccn2Cc1c(F)cccc1F. As a reaction SMILES: [F:1][c:2]1[c:3]([CH2:4][Cl:5])[c:6]([F:10])[cH:7][cH:8][cH:9]1.[nH:11]1[cH:12][cH:13][c:14]2[c:15]([CH:20]=[O:21])[cH:16][cH:17][cH:18][c:19]12>>[F:1][c:2]1[c:3]([CH2:4][n:11]2[cH:12][cH:13][c:14]3[c:15]([CH:20]=[O:21])[cH:16][cH:17][cH:18][c:19]23)[c:6]([F:10])[cH:7][cH:8][cH:9]1. The reactants are CC(C)(C)c1ccc(N)cc1, [K+], O=[N+]([O-])[O-], [Na+], O=C([O-])O, O=S(=O)(O)O. Yields the product CC(C)(C)c1ccc(N)cc1[N+](=O)[O-]. RXN SMILES: [C:1]([CH3:2])([CH3:3])([CH3:4])[c:5]1[cH:6][cH:7][c:8]([NH2:11])[cH:9][cH:10]1.[K+:16].[N+:12](=[O:13])([O-:14])[O-:15].[Na+:21].[O-:17][C:18]([OH:19])=[O:20].[S:22](=[O:23])(=[O:24])([OH:25])[OH:26]>>[C:1]([CH3:2])([CH3:3])([CH3:4])[c:5]1[cH:6][cH:7][c:8]([NH2:11])[cH:9][c:10]1[N+:12](=[O:13])[O-:14]. Starting materials: CCOC(=O)COc1ccc(N(C)Cc2sc(-c3ccc(C(F)(F)F)cc3)nc2C)cc1C, C1CCOC1, CCO, [K+], [Li+], [OH-], O=S(=O)([O-])O. The product is Cc1cc(N(C)Cc2sc(-c3ccc(C(F)(F)F)cc3)nc2C)ccc1OCC(=O)O. As a reaction SMILES: [CH2:1]([CH3:2])[O:3][C:4]([CH2:5][O:6][c:7]1[c:8]([CH3:32])[cH:9][c:10]([N:13]([CH2:14][c:15]2[c:16]([CH3:30])[n:17][c:18](-[c:20]3[cH:21][cH:22][c:23]([C:26]([F:27])([F:28])[F:29])[cH:24][cH:25]3)[s:19]2)[CH3:31])[cH:11][cH:12]1)=[O:33].[CH2:42]1[O:43][CH2:44][CH2:45][CH2:46]1.[CH3:47][CH2:48][OH:49].[K+:41].[Li+:35].[OH-:34].[S:36](=[O:37])(=[O:38])([OH:39])[O-:40]>>[O:3]=[C:4]([CH2:5][O:6][c:7]1[c:8]([CH3:32])[cH:9][c:10]([N:13]([CH2:14][c:15]2[c:16]([CH3:30])[n:17][c:18](-[c:20]3[cH:21][cH:22][c:23]([C:26]([F:27])([F:28])[F:29])[cH:24][cH:25]3)[s:19]2)[CH3:31])[cH:11][cH:12]1)[OH:33]. Starting materials: BrCC1=C(C=CC(=C1)F)F (2-bromomethyl-1,4-difluorobenzene), ClC1=CC=C(C=C1)S(=O)[O-].[Na+] (sodium 4-chlorobenzenesulfinate). Run in C(CCC)O (butanol). The product is ClC1=CC=C(C=C1)S(=O)(=O)CC1=C(C=CC(=C1)F)F (2-[(4-Chlorophenyl)sulfonylmethyl]-1,4-difluorobenzene). Reaction SMILES: Br[CH2:2][C:3]1[CH:8]=[C:7]([F:9])[CH:6]=[CH:5][C:4]=1[F:10].[Cl:11][C:12]1[CH:17]=[CH:16][C:15]([S:18]([O-:20])=[O:19])=[CH:14][CH:13]=1.[Na+]>C(O)CCC>[Cl:11][C:12]1[CH:17]=[CH:16][C:15]([S:18]([CH2:2][C:3]2[CH:8]=[C:7]([F:9])[CH:6]=[CH:5][C:4]=2[F:10])(=[O:20])=[O:19])=[CH:14][CH:13]=1 |f:1.2|. Procedure: Process 3: After addition of 2-bromomethyl-1,4-difluorobenzene (12.3 ml, 95.5 mmol) to a suspension of sodium 4-chlorobenzenesulfinate (19.0 g, 95.5 mmol) in butanol (200 ml), the mixture was heated under reflux for 5 hours. The solid thus precipitated was collected by filtration and dissolved in methylene chloride. The resulting solution was washed with brine, dried over MgSO4, and concentrated. The solid thus obtained was recrystallized from hexane, whereby the title compound (12.3 g, 43%) was... Reaction SMILES: N[C:2]1[CH:11]=[CH:10][CH:9]=[C:8]2[C:3]=1[CH:4]=[CH:5][N:6]=[CH:7]2.[CH3:12][C:13]1[CH:14]=[C:15]2[C:20](=[CH:21][CH:22]=1)[O:19][CH2:18][CH2:17][CH:16]2[NH2:23].FC(F)(F)C1C=C2C([CH:30]([NH2:36])CCO2)=CC=1.[OH2:39]>>[CH3:12][C:13]1[CH:14]=[C:15]2[C:20](=[CH:21][CH:22]=1)[O:19][CH2:18][CH2:17][CH:16]2[NH:23][C:30]([NH:36][C:9]1[CH:10]=[CH:11][CH:2]=[C:7]2[C:8]=1[CH:3]=[CH:4][CH:5]=[N:6]2)=[O:39]. Starting materials: NC1=C2C=CN=CC2=CC=C1 (5-aminoisoquinoline), O (H2O), CC=1C=C2C(CCOC2=CC1)N (6-methyl-chroman-4-ylamine), FC(C1=CC=C2C(CCOC2=C1)N)(F)F (7-trifluoromethyl-chroman-4-ylamine). Reported procedure: This compound was made following the procedure of Example 5, except substituting 5-aminoquinoline for 5-aminoisoquinoline and 6-methyl-chroman-4-ylamine for 7-trifluoromethyl-chroman-4-ylamine. 1H NMR (300 MHz, DMSO-d6) δ 8.90 (m, 1H), 8.60 (s, 1H), 8.47 (m, 1H), 8.18 (m, 1H), 7.68 (m, 2H), 7.57 (m, 1H), 7.16 (m, 1H), 7.08 (d, J=7.5 Hz, 1H), 7.00 (m, 1H), 6.71 (d, J=7.5 Hz, 1H), 4.93 (m, 1H), 4.31-4.10 (m, 2H), 2.21 (s, 3H), 2.20-1.93 (m, 2H). MS (ESI) m/e 334 (M+H)+. Calcd. For C20H19N3O2.0.1; ... Product: CC=1C=C2C(CCOC2=CC1)NC(=O)NC1=C2C=CC=NC2=CC=C1 (N-(6-methyl-3,4-dihydro-2H-chromen-4-yl)-N′-quinolin-5-ylurea). Starting materials: FC=1C=C(C(=C(C(=O)OC)C1)C)[N+](=O)[O-] (methyl 5-fluoro-2-methyl-3-nitrobenzoate). The reagents and catalysts are [C].[Pd] (palladium-carbon). Run in CO (methanol). Run at time 4 hour. Product: NC=1C(=C(C(=O)OC)C=C(C1)F)C (methyl 3-amino-5-fluoro-2-methylbenzoate). Isolated yield 53.5%. Reaction SMILES: [F:1][C:2]1[CH:3]=[C:4]([N+:13]([O-])=O)[C:5]([CH3:12])=[C:6]([CH:11]=1)[C:7]([O:9][CH3:10])=[O:8]>CO.[C].[Pd]>[NH2:13][C:4]1[C:5]([CH3:12])=[C:6]([CH:11]=[C:2]([F:1])[CH:3]=1)[C:7]([O:9][CH3:10])=[O:8] |f:2.3|. Procedure: To a solution of methyl 5-fluoro-2-methyl-3-nitrobenzoate (3.20 g, 15.0 mmol) in methanol (150 mL) was added palladium-carbon powder (320 mg), and the mixture was stirred under a hydrogen atmosphere at room temperature for 4 hr. The catalyst was filtered off, and the filtrate was concentrated under reduced pressure to give the title compound (1.47 g, yield 54%). The reactants are BrCCCBr, CS(C)=O, [K+], C1COCCOCCOCCOCCOCCO1, [OH-], N#CCc1ccc2ccccc2c1. Yields the product N#CC1(c2ccc3ccccc3c2)CCC1. Reaction SMILES: [Br:14][CH2:15][CH2:16][CH2:17][Br:18].[CH3:39][S:40]([CH3:41])=[O:42].[K+:20].[O:21]1[CH2:22][CH2:23][O:24][CH2:25][CH2:26][O:27][CH2:28][CH2:29][O:30][CH2:31][CH2:32][O:33][CH2:34][CH2:35][O:36][CH2:37][CH2:38]1.[OH-:19].[cH:1]1[c:2]([CH2:11][C:12]#[N:13])[cH:3][cH:4][c:5]2[cH:6][cH:7][cH:8][cH:9][c:10]12>>[cH:1]1[c:2]([C:11]2([C:12]#[N:13])[CH2:15][CH2:16][CH2:17]2)[cH:3][cH:4][c:5]2[cH:6][cH:7][cH:8][cH:9][c:10]12. Reactants: ClC(=CC#N)C1=C(C=CC=C1)Cl (3-chloro-3-(2-chlorophenyl)acrylonitrile), Cl.C(C)C1C(C1)N (2-ethylcyclopropanamine hydrochloride), CC#N (MeCN), TEA. Product: ClC1=C(C=CC=C1)C(=CC#N)NC(C)C(C)C (3-(2-chlorophenyl)-3-[(3-methylbutan-2-yl)amino]acrylonitrile). Yield: 89.0%. RXN SMILES: Cl[C:2]([C:6]1[CH:11]=[CH:10][CH:9]=[CH:8][C:7]=1[Cl:12])=[CH:3][C:4]#[N:5].Cl.[CH2:14]([CH:16]1[CH2:18][CH:17]1[NH2:19])C.[CH3:20]C#N>>[Cl:12][C:7]1[CH:8]=[CH:9][CH:10]=[CH:11][C:6]=1[C:2]([NH:19][CH:17]([CH:16]([CH3:14])[CH3:18])[CH3:20])=[CH:3][C:4]#[N:5] |f:1.2|. Procedure details: To a solution of 3-chloro-3-(2-chlorophenyl)acrylonitrile (1.2 g, 6.05 mmol, 1 eq.) in 15 ml of MeCN was added 2-ethylcyclopropanamine hydrochloride (0.633 g, 7.27 mmol, 1.2 eq.) followed by TEA (0.919 g, 7.08 mmol, 1.5 eq.). The reaction was microwaved (130° C., 2000 s, fixed hold, high absorption) and the solvent evaporated. The residual oil was triturated in ethyl acetate and the white solid removed by filtration. After concentration under vacuum, the residual oil was subjected to column chro... The reactants are three, C(C)(C)[Si]([Si](C1=CC=CC=C1)(C1=CC=CC=C1)C(C)C)(C1=CC=CC=C1)C1=CC=CC=C1 (1,2-diisopropyl-1,1,2,2-tetraphenyldisilane), [Cl-].[Al+3].[Cl-].[Cl-] (aluminium chloride), [Cl-].[Al+3].[Cl-].[Cl-] (aluminium chloride), Cl (hydrogen chloride), [SiH3][SiH3] (disilane), Cl (hydrogen chloride). Run in C1=CC=CC=C1 (benzene), CC(=O)C (acetone), C1=CC=CC=C1 (benzene). Conditions: time 20 minute. Product: C(C)(C)[Si]([Si](Cl)(Cl)C(C)C)(Cl)Cl (1,2-diisopropyl-1,1,2,2-tetrachlorodisilane). Isolated yield 86.0%. RXN SMILES: [CH:1]([Si:4](C1C=CC=CC=1)(C1C=CC=CC=1)[Si:5](C(C)C)(C1C=CC=CC=1)[C:6]1[CH:11]=CC=C[CH:7]=1)([CH3:3])[CH3:2].[SiH3][SiH3].[Cl-:35].[Al+3].[Cl-:37].[Cl-:38].[ClH:39]>CC(C)=O.C1C=CC=CC=1>[CH:1]([Si:4]([Cl:39])([Cl:38])[Si:5]([CH:6]([CH3:11])[CH3:7])([Cl:37])[Cl:35])([CH3:3])[CH3:2] |f:2.3.4.5|. Reported procedure: A 500 ml three necked flask was charged with 300 ml of dry benzene and 48.5 g (0.11 mole) of 1,2-diisopropyl-1,1,2,2-tetraphenyldisilane, and the disilane was uniformly dissolved. To the solution was added 1.5 g of anhydrous aluminium chloride While a dry hydrogen chloride gas was introduced into the benzene solution through a needle tube, the flask was heated for a short time to initiate the reaction. After the reaction once began, generation of heat continued for about 20 minutes After the ter...